This data is from the Open Reaction Database (ORD), a public repository of structured organic reaction records. The task is: describe an organic reaction: reactants, conditions, products, and yield The reactants are C(C(C)(C)C)(=O)C1=CN(C2=NC=C(N=C21)NC2=CC=C(C=C1C(NC(S1)=O)=O)C=C2)COCC[Si](C)(C)C (5-(4-(7-pivaloyl-5-((2-(trimethylsilyl)ethoxy)methyl)-5H-pyrrolo[2,3-b]pyrazin-2-ylamino)benzylidene)thiazolidine-2,4-dione), C(=O)(C(F)(F)F)O (TFA), NaOAc.3H2O. Run in C(Cl)Cl (CH2Cl2). Reaction conditions: temperature 0 celsius, time 16 hour. The product is C(C(C)(C)C)(=O)C1=CNC2=NC=C(N=C21)NC2=CC=C(C=C1C(NC(S1)=O)=O)C=C2 (5-(4-(7-pivaloyl-5H-pyrrolo[2,3-b]pyrazin-2-ylamino)benzylidene)thiazolidine-2,4-dione). Isolated yield 42.7%. RXN SMILES: [C:1]([C:7]1[C:15]2[C:10](=[N:11][CH:12]=[C:13]([NH:16][C:17]3[CH:30]=[CH:29][C:20]([CH:21]=[C:22]4[S:26][C:25](=[O:27])[NH:24][C:23]4=[O:28])=[CH:19][CH:18]=3)[N:14]=2)[N:9](COCC[Si](C)(C)C)[CH:8]=1)(=[O:6])[C:2]([CH3:5])([CH3:4])[CH3:3].C(O)(C(F)(F)F)=O>C(Cl)Cl>[C:1]([C:7]1[C:15]2[C:10](=[N:11][CH:12]=[C:13]([NH:16][C:17]3[CH:30]=[CH:29][C:20]([CH:21]=[C:22]4[S:26][C:25](=[O:27])[NH:24][C:23]4=[O:28])=[CH:19][CH:18]=3)[N:14]=2)[NH:9][CH:8]=1)(=[O:6])[C:2]([CH3:5])([CH3:4])[CH3:3]. Reported procedure: In a 35 ml vial, 5-(4-(7-pivaloyl-5-((2-(trimethylsilyl)ethoxy)methyl)-5H-pyrrolo[2,3-b]pyrazin-2-ylamino)benzylidene)thiazolidine-2,4-dione (0.100 g, 0.0001 mole) was taken in 8 ml CH2Cl2 and cooled to 0° C. under N2 atm. TFA (2 ml, 0.0268 mole) was added dropwise at 0° C. and the reaction mixture was stirred for 16 h at room temperature. After completion of the reaction, solvent was evaporated under reduced pressure from the reaction mixture and saturated NaHCO3 solution was added dropwise to ... Reactants: CN(C=1C=C(C=CC1)NS(=O)(=O)C)C (N-[3-(dimethylamino)phenyl]methanesulphonamide), [Cr](=O)(=O)([O-])O[Cr](=O)(=O)[O-].[K+].[K+] (potassium dichromate), Cl (hydrochloric acid), C(C)N(C1=CC=C(C=C1)N)CC (N,N-diethyl-1,4-phenylenediamine), Cl (HCl). Solvent: CO (methanol), O (water), O (H2O). Yields the product [Cl-].C(C)N(C=1C=CC2=NC3=CC=C(C=C3[NH+]=C2C1)N(C)C)CC (3-Diethylamino-7-dimethylaminophenazinium chloride). Isolated yield 22.0%. As a reaction SMILES: [CH2:1]([N:3]([CH2:11][CH3:12])[C:4]1[CH:9]=[CH:8][C:7]([NH2:10])=[CH:6][CH:5]=1)[CH3:2].[ClH:13].[CH3:14][N:15]([CH3:27])[C:16]1[CH:17]=[C:18]([NH:22]S(C)(=O)=O)[CH:19]=[CH:20][CH:21]=1.[Cr](O[Cr]([O-])(=O)=O)([O-])(=O)=O.[K+].[K+]>O.CO>[Cl-:13].[CH2:11]([N:3]([CH2:1][CH3:2])[C:4]1[CH:9]=[CH:8][C:7]2[C:6]([CH:5]=1)=[NH+:22][C:18]1[C:19](=[CH:20][CH:21]=[C:16]([N:15]([CH3:27])[CH3:14])[CH:17]=1)[N:10]=2)[CH3:12] |f:3.4.5,8.9|. Procedure: N,N-diethyl-1,4-phenylenediamine (1.00 g, 6.17 mmol) was added slowly to dilute HCl (700 μl, 32%) in H2O (100 cm3). The mixture was stirred until it was homogeneous. N-[3-(dimethylamino)phenyl]methanesulphonamide (1.32 g, 6.17 mmol) in methanol (60 cm3) was added, followed by a saturated aqueous solution of potassium dichromate (2 cm3). The mixture refluxed for 15 min. The mixture was cooled and diluted with water (200 cm3), acidified with hydrochloric acid (1M) and then extracted with chlorofor...